This data is from the Open Reaction Database (ORD), a public repository of structured organic reaction records. The task is: describe an organic reaction: reactants, conditions, products, and yield Starting materials: C(CCCCC)C=1N(C2=C(C=NC=3C=CC=CC23)N1)CCCCN (4-(2-hexyl-1H-imidazo[4,5-c]quinolin-1-yl)butylamine), C1(=CC=CC=C1)N=C=O (phenyl isocyanate). Yields the product C(CCCCC)C=1N(C2=C(C=NC=3C=CC=CC23)N1)CCCCNC(=O)NC1=CC=CC=C1 (N-[4-(2-hexyl-1H-imidazo[4,5-c]quinolin-1-yl)butyl]-N′-phenylurea). The yield is 87.4%. Reaction SMILES: [CH2:1]([C:7]1[N:8]([CH2:20][CH2:21][CH2:22][CH2:23][NH2:24])[C:9]2[C:18]3[CH:17]=[CH:16][CH:15]=[CH:14][C:13]=3[N:12]=[CH:11][C:10]=2[N:19]=1)[CH2:2][CH2:3][CH2:4][CH2:5][CH3:6].[C:25]1([N:31]=[C:32]=[O:33])[CH:30]=[CH:29][CH:28]=[CH:27][CH:26]=1>>[CH2:1]([C:7]1[N:8]([CH2:20][CH2:21][CH2:22][CH2:23][NH:24][C:32]([NH:31][C:25]2[CH:30]=[CH:29][CH:28]=[CH:27][CH:26]=2)=[O:33])[C:9]2[C:18]3[CH:17]=[CH:16][CH:15]=[CH:14][C:13]=3[N:12]=[CH:11][C:10]=2[N:19]=1)[CH2:2][CH2:3][CH2:4][CH2:5][CH3:6]. Procedure: Using the general method of Example 146 Part B, 4-(2-hexyl-1H-imidazo[4,5-c]quinolin-1-yl)butylamine (4.0 g, 12.3 mmol) was reacted with phenyl isocyanate (1.34 mL, 12.3 mmol) to provide 4.77 g of N-[4-(2-hexyl-1H-imidazo[4,5-c]quinolin-1-yl)butyl]-N′-phenylurea. Reactants: CN(C(SC1=C(C(=CC=C1)OC(C)=O)C(=O)OC)=O)C (S-3-acetoxy-2-carbomethoxyphenyl dimethylthiocarbamate), [OH-].[Na+] (sodium hydroxide), Cl (hydrochloric acid). Solvent: C(C)O (ethanol). Product: OC1=C(C(=O)O)C(=CC=C1)S (2-hydroxy-6-mercaptobenzoic acid). Reaction SMILES: CN(C)C(=O)[S:4][C:5]1[CH:10]=[CH:9][CH:8]=[C:7]([O:11]C(=O)C)[C:6]=1[C:15]([O:17]C)=[O:16].[OH-].[Na+].Cl>C(O)C>[OH:11][C:7]1[CH:8]=[CH:9][CH:10]=[C:5]([SH:4])[C:6]=1[C:15]([OH:17])=[O:16] |f:1.2|. Reported procedure: A mixture of S-3-acetoxy-2-carbomethoxyphenyl dimethylthiocarbamate (0.70 g, 2.7 mmol) and 20% aqueous sodium hydroxide (60 ml) in ethanol (20 ml) was stirred at reflux temperature for 18 hours. The cooled mixture was acidified by the addition of concentrated hydrochloric acid. The resulting mixture was extracted with diethyl ether, and the combined organic extracts were washed with water, saturated aqueous sodium chloride solution, dried (sodium sulfate), and evaporated to give 2-hydroxy-6-merc...